This data is from the Open Reaction Database (ORD), a public repository of structured organic reaction records. The task is: describe an organic reaction: reactants, conditions, products, and yield Reactants: Cc1ccc2cc(C(=O)O)ccc2n1, NCc1ccccc1C(F)(F)F. Reagents/catalysts: C1CCN(C1)[P+](N2CCCC2)(N3CCCC3)Br.F[P-](F)(F)(F)(F)F (PyBrOP), CCN(C(C)C)C(C)C (DIPEA), C1=CC=C2C(=C1)N=NN2O (HOBt). Run in CN(C)C=O (DMF), CN(C)C=O (DMF), CN(C)C=O (DMF), CN(C)C=O (DMF), CN(C)C=O (DMF), CN(C)C=O (DMF). Conditions: temperature 25 celsius, time 2 hour. The product is Cc1ccc2cc(C(=O)NCc3ccccc3C(F)(F)F)ccc2n1. Isolated yield 4.2%. Reaction SMILES: NCc1ccccc1C(F)(F)F.Cc1ccc2cc(C(=O)O)ccc2n1.C1CCN(C1)[P+](N2CCCC2)(N3CCCC3)Br.F[P-](F)(F)(F)(F)F.C1=CC=C2C(=C1)N=NN2O.CCN(C(C)C)C(C)C.CN(C)C=O>>Cc1ccc2cc(C(=O)NCc3ccccc3C(F)(F)F)ccc2n1. Reactants: Cc1ccc2c(c1)C1CN(C(=O)CCC(=O)c3ccc(F)cc3)CCC1N2, OCCO, Cc1ccc(S(=O)(=O)O)cc1. The product is Cc1ccc2c(c1)C1CN(C(=O)CCC3(c4ccc(F)cc4)OCCO3)CCC1N2. As a reaction SMILES: [F:1][c:2]1[cH:3][cH:4][c:5]([C:6](=[O:7])[CH2:8][CH2:9][C:10](=[O:11])[N:12]2[CH2:13][CH:14]3[CH:15]([NH:16][c:17]4[cH:18][cH:19][c:20]([CH3:23])[cH:21][c:22]43)[CH2:24][CH2:25]2)[cH:26][cH:27]1.[OH:39][CH2:40][CH2:41][OH:42].[c:28]1([CH3:29])[cH:30][cH:31][c:32]([S:33]([OH:34])(=[O:35])=[O:36])[cH:37][cH:38]1>>[F:1][c:2]1[cH:3][cH:4][c:5]([C:6]2([CH2:8][CH2:9][C:10](=[O:11])[N:12]3[CH2:13][CH:14]4[CH:15]([NH:16][c:17]5[cH:18][cH:19][c:20]([CH3:23])[cH:21][c:22]54)[CH2:24][CH2:25]3)[O:7][CH2:41][CH2:40][O:39]2)[cH:26][cH:27]1. The reactants are O=C(n1ccnc1)n1ccnc1, CCOC(=O)c1sc(N)nc1C, NC(CO)Cc1ccccc1, C1CCOC1. The product is CCOC(=O)c1sc(NC(=O)NC(CO)Cc2ccccc2)nc1C. Reaction SMILES: [C:13](=[O:14])([n:15]1[cH:16][cH:17][n:18][cH:19]1)[n:20]1[cH:21][cH:22][n:23][cH:24]1.[NH2:1][c:2]1[s:3][c:4]([C:8](=[O:9])[O:10][CH2:11][CH3:12])[c:5]([CH3:7])[n:6]1.[NH2:25][CH:26]([CH2:27][OH:28])[CH2:29][c:30]1[cH:31][cH:32][cH:33][cH:34][cH:35]1.[O:36]1[CH2:37][CH2:38][CH2:39][CH2:40]1>>[NH:1]([c:2]1[s:3][c:4]([C:8](=[O:9])[O:10][CH2:11][CH3:12])[c:5]([CH3:7])[n:6]1)[C:13](=[O:14])[NH:25][CH:26]([CH2:27][OH:28])[CH2:29][c:30]1[cH:31][cH:32][cH:33][cH:34][cH:35]1. Reactants: C(C)(=O)C1C(CCC(C1)C1=CC=NC=C1)=O (2-acetyl-4-(4-pyridyl)cyclohexanone), C(#N)CC(=O)N (cyanoacetamide), N1CCCCC1 (piperidine). Run in C(C)O (ethanol). The product is C(#N)C=1C(NC(=C2CC(CCC12)C1=CC=NC=C1)C)=O (4-cyano-2,3,5,6,7,8-hexahydro-1-methyl-3-oxo-7-(4-pyridyl)isoquinoline). Isolated yield 34.7%. Reaction SMILES: [C:1]([CH:4]1[CH2:9][CH:8]([C:10]2[CH:15]=[CH:14][N:13]=[CH:12][CH:11]=2)[CH2:7][CH2:6][C:5]1=O)(=O)[CH3:2].[C:17]([CH2:19][C:20]([NH2:22])=[O:21])#[N:18].N1CCCCC1>C(O)C>[C:17]([C:19]1[C:20](=[O:21])[NH:22][C:1]([CH3:2])=[C:4]2[C:5]=1[CH2:6][CH2:7][CH:8]([C:10]1[CH:15]=[CH:14][N:13]=[CH:12][CH:11]=1)[CH2:9]2)#[N:18]. Procedure details: 1.65 g of 2-acetyl-4-(4-pyridyl)cyclohexanone and 0.64 g of cyanoacetamide were dissolved in ethanol and a small amount of piperidine was added thereto. The obtained reaction mixture was heated under reflux for seven hours. After the completion of the reaction, crystals thus precipitated out were filtered to give 0.7 g of 4-cyano-2,3,5,6,7,8-hexahydro-1-methyl-3-oxo-7-(4-pyridyl)isoquinoline.